Dataset: the Open Reaction Database (ORD), a public repository of structured organic reaction records. Task: describe an organic reaction: reactants, conditions, products, and yield Reactants: [Cl-].O[NH3+] (hydroxylammonium chloride), C(O)([O-])=O.[Na+] (sodium hydrogencarbonate), CS(=O)C (dimethyl sulfoxide), C(CCC)C=1C=C(C=CC1CN1C(N(C(C2=C1SC(=C2)CC)=O)CC(=O)C2=CC=C(C=C2)OC)=O)C=2C(=CC=CC2)C#N (3′-butyl-4′-{[6-ethyl-3-[2-(4-methoxyphenyl)-2-oxoethyl]-2,4-dioxo-3,4-dihydrothieno[2,3-d]pyrimidin-1(2H)-yl]methyl}biphenyl-2-carbonitrile). Run in C(Cl)(Cl)Cl (chloroform). Run at temperature 40 celsius, time 30 minute. Yields the product C(CCC)C=1C=C(C=CC1CN1C(N(C(C2=C1SC(=C2)CC)=O)CC(=O)C2=CC=C(C=C2)OC)=O)C2=C(C=CC=C2)C2=NOC(N2)=O (1-{[3-butyl-2′-(5-oxo-4,5-dihydro-1,2,4-oxadiazol-3-yl)biphenyl-4-yl]methyl}-6-ethyl-3-[2-(4-methoxyphenyl)-2-oxoethyl]thieno[2,3-d]pyrimidine-2,4(1H,3H)-dione). Yield: 31.5%. Reaction SMILES: [Cl-].O[NH3+:3].[C:4](=[O:7])([O-])[OH:5].[Na+].CS(C)=O.[CH2:13]([C:17]1[CH:18]=[C:19]([C:48]2[C:49]([C:54]#[N:55])=[CH:50][CH:51]=[CH:52][CH:53]=2)[CH:20]=[CH:21][C:22]=1[CH2:23][N:24]1[C:29]2[S:30][C:31]([CH2:33][CH3:34])=[CH:32][C:28]=2[C:27](=[O:35])[N:26]([CH2:36][C:37]([C:39]2[CH:44]=[CH:43][C:42]([O:45][CH3:46])=[CH:41][CH:40]=2)=[O:38])[C:25]1=[O:47])[CH2:14][CH2:15][CH3:16]>C(Cl)(Cl)Cl>[CH2:13]([C:17]1[CH:18]=[C:19]([C:48]2[CH:53]=[CH:52][CH:51]=[CH:50][C:49]=2[C:54]2[NH:3][C:4](=[O:7])[O:5][N:55]=2)[CH:20]=[CH:21][C:22]=1[CH2:23][N:24]1[C:29]2[S:30][C:31]([CH2:33][CH3:34])=[CH:32][C:28]=2[C:27](=[O:35])[N:26]([CH2:36][C:37]([C:39]2[CH:40]=[CH:41][C:42]([O:45][CH3:46])=[CH:43][CH:44]=2)=[O:38])[C:25]1=[O:47])[CH2:14][CH2:15][CH3:16] |f:0.1,2.3|. Reported procedure: A mixture of hydroxylammonium chloride (0.71 g), sodium hydrogencarbonate (1.07 g) and dimethyl sulfoxide (10 mL) was stirred at 40° C. for 30 min, 3′-butyl-4′-{[6-ethyl-3-[2-(4-methoxyphenyl)-2-oxoethyl]-2,4-dioxo-3,4-dihydrothieno[2,3-d]pyrimidin-1(2H)-yl]methyl}biphenyl-2-carbonitrile (0.75 g) was added, and the mixture was stirred at 90° C. for 16 hr. The reaction mixture was diluted with chloroform, washed successively with water and saturated brine, and dried over anhydrous magnesium sulfa... The reactants are O=C([O-])[O-], COC(=O)c1ccc(OCCCBr)cc1NC(=O)c1ccc(OC(F)(F)F)cc1, CC(C)=O, [Cs+], [Cs+], ON=Cc1cc(C(F)(F)F)cc(C(F)(F)F)c1. Product: COC(=O)c1ccc(OCCCON=Cc2cc(C(F)(F)F)cc(C(F)(F)F)c2)cc1NC(=O)c1ccc(OC(F)(F)F)cc1. As a reaction SMILES: [C:47](=[O:48])([O-:49])[O-:50].[CH3:1][O:2][C:3]([c:4]1[c:5]([NH:15][C:16]([c:17]2[cH:18][cH:19][c:20]([O:23][C:24]([F:25])([F:26])[F:27])[cH:21][cH:22]2)=[O:28])[cH:6][c:7]([O:10][CH2:11][CH2:12][CH2:13][Br:14])[cH:8][cH:9]1)=[O:29].[CH3:53][C:54](=[O:55])[CH3:56].[Cs+:51].[Cs+:52].[F:30][C:31]([c:32]1[cH:33][c:34]([CH:35]=[N:36][OH:37])[cH:38][c:39]([C:41]([F:42])([F:43])[F:44])[cH:40]1)([F:45])[F:46]>>[CH3:1][O:2][C:3]([c:4]1[c:5]([NH:15][C:16]([c:17]2[cH:18][cH:19][c:20]([O:23][C:24]([F:25])([F:26])[F:27])[cH:21][cH:22]2)=[O:28])[cH:6][c:7]([O:10][CH2:11][CH2:12][CH2:13][O:37][N:36]=[CH:35][c:34]2[cH:33][c:32]([C:31]([F:30])([F:45])[F:46])[cH:40][c:39]([C:41]([F:42])([F:43])[F:44])[cH:38]2)[cH:8][cH:9]1)=[O:29]. The reactants are C(#N)C1=C(SC(=C1C)C)NC(C(=O)OCC)=O (ethyl (3-cyano-4,5-dimethylthiophen-2-yl)oxamate), [OH-].[Na+] (NaOH), solution. Solvent: O (water). The product is C(#N)C1=C(SC(=C1C)C)NC(C(=O)[O-])=O.[Na+] (Sodium (3-cyano-4,5-dimethylthiophen-2-yl)oxamate). RXN SMILES: [C:1]([C:3]1[C:7]([CH3:8])=[C:6]([CH3:9])[S:5][C:4]=1[NH:10][C:11](=[O:17])[C:12]([O:14]CC)=[O:13])#[N:2].[OH-].[Na+:19]>O>[C:1]([C:3]1[C:7]([CH3:8])=[C:6]([CH3:9])[S:5][C:4]=1[NH:10][C:11](=[O:17])[C:12]([O-:14])=[O:13])#[N:2].[Na+:19] |f:1.2,4.5|. Procedure details: Approximately 0.756 g. (0.003 mole) of the purified ethyl (3-cyano-4,5-dimethylthiophen-2-yl)oxamate is suspended in 20 ml. of water and hydrolyzed by the addition of 32 ml. of 0.1N NaOH in a dropwise manner during about twenty minutes. The hydrolysis mixture is stirred for an additional twenty minutes at room temperature. The clear yellow solution (pH 9.2) is adjusted to pH 8.3 with 2 ml. of 0.1N HCl and concentrated in vacuo to recover the sodium salt of (3-cyano-4,5-dimethylthiophen-2-yl)oxam... Starting materials: C(C)(C)C1=C(NC(=C1C(C)C)C(C)C)C(=O)O (3,4,5-triisopropylpyrrole-2-carboxylic acid), NC1=CC=C(C(=O)OC)C=C1 (methyl 4-aminobenzoate). Yields the product C(C)(C)C1=C(NC(=C1C(C)C)C(C)C)C(=O)NC1=CC=C(C(=O)OC)C=C1 (methyl 4-[(3,4,5-triisopropylpyrrole-2-carbonyl)amino]benzoate). Isolated yield 76.0%. As a reaction SMILES: [CH:1]([C:4]1[C:8]([CH:9]([CH3:11])[CH3:10])=[C:7]([CH:12]([CH3:14])[CH3:13])[NH:6][C:5]=1[C:15]([OH:17])=O)([CH3:3])[CH3:2].[NH2:18][C:19]1[CH:28]=[CH:27][C:22]([C:23]([O:25][CH3:26])=[O:24])=[CH:21][CH:20]=1>>[CH:1]([C:4]1[C:8]([CH:9]([CH3:10])[CH3:11])=[C:7]([CH:12]([CH3:13])[CH3:14])[NH:6][C:5]=1[C:15]([NH:18][C:19]1[CH:20]=[CH:21][C:22]([C:23]([O:25][CH3:26])=[O:24])=[CH:27][CH:28]=1)=[O:17])([CH3:2])[CH3:3]. Procedure: In the same manner as that of Example 17, 3,4,5-triisopropylpyrrole-2-carboxylic acid (50 mg, 0.211 mmol) was condensed with methyl 4-aminobenzoate, the reaction mixture was treated in a conventional manner, and then the resultant was recrystallized and purified by silica gel chromatography [hexane-ethyl acetate (14:1)] to obtain methyl 4-[(3,4,5-triisopropylpyrrole-2-carbonyl)amino]benzoate (59 mg, 76%) and the corrected starting material (5 mg, 10%). The reactants are ClCCl, CC(C)(C)c1ccc(C=NOCCCOc2ccc(CO)cc2)cc1, BrP(Br)Br. Yields the product CC(C)(C)c1ccc(C=NOCCCOc2ccc(CBr)cc2)cc1. As a reaction SMILES: [CH2:30]([Cl:31])[Cl:32].[OH:1][CH2:2][c:3]1[cH:4][cH:5][c:6]([O:7][CH2:8][CH2:9][CH2:10][O:11][N:12]=[CH:13][c:14]2[cH:15][cH:16][c:17]([C:20]([CH3:21])([CH3:22])[CH3:23])[cH:18][cH:19]2)[cH:24][cH:25]1.[P:26]([Br:27])([Br:28])[Br:29]>>[CH2:2]([c:3]1[cH:4][cH:5][c:6]([O:7][CH2:8][CH2:9][CH2:10][O:11][N:12]=[CH:13][c:14]2[cH:15][cH:16][c:17]([C:20]([CH3:21])([CH3:22])[CH3:23])[cH:18][cH:19]2)[cH:24][cH:25]1)[Br:27]. The reactants are ClCCl, CN(C)C, CC(O)C1(c2ccc(F)cc2F)CO1, O=C(Cl)c1cc([N+](=O)[O-])cc([N+](=O)[O-])c1. The product is CC(OC(=O)c1cc([N+](=O)[O-])cc([N+](=O)[O-])c1)C1(c2ccc(F)cc2F)CO1. As a reaction SMILES: [CH2:30]([Cl:31])[Cl:32].[CH3:33][N:34]([CH3:35])[CH3:36].[F:1][c:2]1[c:3]([C:9]2([CH:12]([CH3:13])[OH:14])[O:10][CH2:11]2)[cH:4][cH:5][c:6]([F:8])[cH:7]1.[N+:15](=[O:16])([O-:17])[c:18]1[cH:19][c:20]([C:21](=[O:22])[Cl:23])[cH:24][c:25]([N+:27](=[O:28])[O-:29])[cH:26]1>>[F:1][c:2]1[c:3]([C:9]2([CH:12]([CH3:13])[O:14][C:21]([c:20]3[cH:19][c:18]([N+:15](=[O:16])[O-:17])[cH:26][c:25]([N+:27](=[O:28])[O-:29])[cH:24]3)=[O:22])[O:10][CH2:11]2)[cH:4][cH:5][c:6]([F:8])[cH:7]1. Reactants: O=C(O)C1Cc2c([nH]c3ccccc23)CN1, CCO, CI, [K+], [OH-], S=C=S. Yields the product CSC(=S)N1Cc2[nH]c3ccccc3c2CC1C(=O)O. RXN SMILES: [CH2:1]1[NH:2][CH:3]([C:14](=[O:15])[OH:16])[CH2:4][c:5]2[c:6]3[cH:7][cH:8][cH:9][cH:10][c:11]3[nH:12][c:13]21.[CH3:19][CH2:20][OH:21].[CH3:22][I:23].[K+:18].[OH-:17].[S:24]=[C:25]=[S:26]>>[CH2:1]1[N:2]([C:25]([S:24][CH3:22])=[S:26])[CH:3]([C:14](=[O:15])[OH:16])[CH2:4][c:5]2[c:6]3[cH:7][cH:8][cH:9][cH:10][c:11]3[nH:12][c:13]21.